This data is from the Open Reaction Database (ORD), a public repository of structured organic reaction records. The task is: describe an organic reaction: reactants, conditions, products, and yield Product: C(CCCCCCCCCCCCCCC)OC(=O)C=1C=C(C=C(C1)C(=O)OCCCCCCCCCCCCCCCC)S(=O)O (3,5-dihexadecyloxycarbonylbenzenesulfinic acid). Reactants: C(CCCCCCCCCCCCCCC)OC(=O)C=1C=C(C=C(C1)C(=O)OCCCCCCCCCCCCCCCC)S(=O)(=O)Cl (3,5-dihexadecyloxycarbonylbenzenesulfonyl chloride), O (water), Cl (HCl), white solid. Reagents/catalysts: [Zn] (zinc). Conditions: time 30 minute. Run in C(Cl)(Cl)Cl (chloroform). Procedure: 87 ml of water and 18.2 ml (0.218 mol) of 12N-HCl were added to the solution of 87 ml of chloroform and 8.65 g (0.0121 mol) of the white solid containing 3,5-dihexadecyloxycarbonylbenzenesulfonyl chloride, and then 7.93 g of zinc was added thereto at 5° C. followed by stirring for 4 hours and 30 minutes. After the insoluble component was removed therefrom, the solution was extracted with 100 ml of chloroform, washed with saturated brine, and dried with Glauber's salt. After removing Glauber's sa... RXN SMILES: O.Cl.[CH2:3]([O:19][C:20]([C:22]1[CH:23]=[C:24]([S:47](Cl)(=[O:49])=[O:48])[CH:25]=[C:26]([C:28]([O:30][CH2:31][CH2:32][CH2:33][CH2:34][CH2:35][CH2:36][CH2:37][CH2:38][CH2:39][CH2:40][CH2:41][CH2:42][CH2:43][CH2:44][CH2:45][CH3:46])=[O:29])[CH:27]=1)=[O:21])[CH2:4][CH2:5][CH2:6][CH2:7][CH2:8][CH2:9][CH2:10][CH2:11][CH2:12][CH2:13][CH2:14][CH2:15][CH2:16][CH2:17][CH3:18]>[Zn].C(Cl)(Cl)Cl>[CH2:3]([O:19][C:20]([C:22]1[CH:23]=[C:24]([S:47]([OH:49])=[O:48])[CH:25]=[C:26]([C:28]([O:30][CH2:31][CH2:32][CH2:33][CH2:34][CH2:35][CH2:36][CH2:37][CH2:38][CH2:39][CH2:40][CH2:41][CH2:42][CH2:43][CH2:44][CH2:45][CH3:46])=[O:29])[CH:27]=1)=[O:21])[CH2:4][CH2:5][CH2:6][CH2:7][CH2:8][CH2:9][CH2:10][CH2:11][CH2:12][CH2:13][CH2:14][CH2:15][CH2:16][CH2:17][CH3:18].